Dataset: the Open Reaction Database (ORD), a public repository of structured organic reaction records. Task: describe an organic reaction: reactants, conditions, products, and yield Reactants: C1=CC(=C(C(=C1)F)C(=O)NC(=O)NC=2C=C(C(=C(C2)Cl)OC3=C(C=C(C=N3)C(F)(F)F)Cl)Cl)F (chlorfluazuron), C1=CC(=C(C(=C1)F)C(=O)NC(=O)NC=2C=CC(=CC2F)OC=3C=CC(=CC3Cl)C(F)(F)F)F (flufenoxuron), C1=CC(=C(C(=C1)F)C(=O)NC(=O)NC=2C=C(C(=C(C2F)Cl)F)Cl)F (teflubenzuron), C1=CC(=C(C(=C1)F)C(=O)NC(=O)NC=2C=CC(=CC2)CO/N=C(/C=3C=CC(=CC3)Cl)\C4CC4)F (flucycloxuron), C=1C=C(C(=C(C1)F)C(=O)NC(=O)NC=2C=CC(=C(C2)Cl)OC(C(OC(F)(F)F)F)(F)F)F (novaluron), C=1C=CC(=C(C1)C(=O)NC(=O)NC=2C=CC(=CC2)OC(F)(F)F)Cl (triflumuron), C=1C=C(C(=C(C1)F)C(=O)NC(=O)NC=2C=C(C(=C(C2F)Cl)OC(C(C(F)(F)F)F)(F)F)Cl)F (noviflumuron), C=1C=C(C(=C(C1)F)C(=O)NC(=O)NC2=CC(=C(C=C2Cl)OC(C(C(F)(F)F)F)(F)F)Cl)F (lufenuron), C1=CC(=C(C(=C1)F)C(=O)NC(=O)NC2=CC=C(C=C2)Cl)F (diflubenzuron), C1=CC(=C(C(=C1)F)C(=O)NC(=O)NC=2C=CC(=C(C2)OC3=C(C=C(C=N3)C(F)(F)F)Cl)Cl)F (fluazuron), C=1C=C(C(=C(C1)F)C(=O)NC(=O)NC=2C=C(C(=C(C2)Cl)OC(C(F)F)(F)F)Cl)F (hexaflumuron). The product is C(C1=CC=CC=C1)(=O)NC(=O)N (benzoylurea). Reaction SMILES: [CH:1]1[CH:6]=[C:5](F)[C:4]([C:8]([NH:10][C:11]([NH:13]C2C=C(Cl)C(OC3N=CC(C(F)(F)F)=CC=3Cl)=C(Cl)C=2)=[O:12])=[O:9])=[C:3](F)[CH:2]=1.C1C=C(F)C(C(NC(NC2C=CC(Cl)=CC=2)=O)=O)=C(F)C=1.C1C=C(F)C(C(NC(NC2C=CC(Cl)=C(OC3N=CC(C(F)(F)F)=CC=3Cl)C=2)=O)=O)=C(F)C=1.C1C=C(F)C(C(NC(NC2C=CC(CO/N=C(\C3CC3)/C3C=CC(Cl)=CC=3)=CC=2)=O)=O)=C(F)C=1.C1C=C(F)C(C(NC(NC2C=CC(OC3C=CC(C(F)(F)F)=CC=3Cl)=CC=2F)=O)=O)=C(F)C=1.C1C=C(F)C(C(NC(NC2C=C(Cl)C(OC(F)(F)C(F)F)=C(Cl)C=2)=O)=O)=C(F)C=1.C1C=C(F)C(C(NC(NC2C(Cl)=CC(OC(F)(F)C(F)C(F)(F)F)=C(Cl)C=2)=O)=O)=C(F)C=1.C1C=C(F)C(C(NC(NC2C=CC(OC(F)(F)C(F)OC(F)(F)F)=C(Cl)C=2)=O)=O)=C(F)C=1.C1C=C(F)C(C(NC(NC2C=C(Cl)C(OC(F)(F)C(F)C(F)(F)F)=C(Cl)C=2F)=O)=O)=C(F)C=1.C1C=C(F)C(C(NC(NC2C=C(Cl)C(F)=C(Cl)C=2F)=O)=O)=C(F)C=1.C1C=CC(Cl)=C(C(NC(NC2C=CC(OC(F)(F)F)=CC=2)=O)=O)C=1>>[C:8]([NH:10][C:11]([NH2:13])=[O:12])(=[O:9])[C:4]1[CH:5]=[CH:6][CH:1]=[CH:2][CH:3]=1. Procedure details: chlorfluazuron, bistrifluoron, diflubenzuron, fluazuron, flucycloxuron, flufenoxuron, hexaflumuron, lufenuron, novaluron, noviflumuron, teflubenzuron, triflumuron; Procedure: A mixture of 3-amino-5-(pyridin-4-yl)thiophene-2-carboxamide (0.120 g, 0.550 mmol), 4-heptanone (1.0 mL), p-toluenesulfonic acid monohydrate (0.0095 g, 0.050 mmol) and acetic acid (1.5 mL) was stirred for 1 h at 100° C. in a sealed tube. Then, this mixture was stirred for 2 h at 120° C. and stirring was continued for 2 h at 110° C. The mixture was poured into sat. aqueous sodium hydrogen carbonate (150 mL). Extraction with ethyl acetate, drying over magnesium sulfate, filtration and concentratio... Reactants: C(O)([O-])=O.[Na+] (sodium hydrogen carbonate), NC1=C(SC(=C1)C1=CC=NC=C1)C(=O)N (3-amino-5-(pyridin-4-yl)thiophene-2-carboxamide), CCCC(CCC)=O (4-heptanone), O.C1(=CC=C(C=C1)S(=O)(=O)O)C (p-toluenesulfonic acid monohydrate). Yields the product C(CC)C1(NC(C2=C(N1)C=C(S2)C2=CC=NC=C2)=O)CCC (2,2-dipropyl-6-(pyridin-4-yl)-2,3-dihydrothieno[3,2-d]pyrimidin-4(1H)-one). The yield is 23.0%. Run at temperature 100 celsius, time 1 hour. The solvent is C(C)(=O)O (acetic acid). Reaction SMILES: [NH2:1][C:2]1[CH:6]=[C:5]([C:7]2[CH:12]=[CH:11][N:10]=[CH:9][CH:8]=2)[S:4][C:3]=1[C:13]([NH2:15])=[O:14].[CH3:16][CH2:17][CH2:18][C:19](=O)[CH2:20][CH2:21][CH3:22].O.C1(C)C=CC(S(O)(=O)=O)=CC=1.C(=O)([O-])O.[Na+]>C(O)(=O)C>[CH2:18]([C:19]1([CH2:20][CH2:21][CH3:22])[NH:1][C:2]2[CH:6]=[C:5]([C:7]3[CH:8]=[CH:9][N:10]=[CH:11][CH:12]=3)[S:4][C:3]=2[C:13](=[O:14])[NH:15]1)[CH2:17][CH3:16] |f:2.3,4.5|. The reactants are C(#N)C(C)(C)C=1C=C(C(=O)OC)C=C(C1)C(C)(C#N)C (methyl 3,5-bis(1-cyano-1-methyl ethyl)benzoate), [BH4-].[Li+] (lithium borohydride), Cl (hydrochloric acid). Run in O1CCCC1 (tetrahydrofuran). Yields the product OCC=1C=C(C=C(C1)C(C#N)(C)C)C(C#N)(C)C (2,2'-(5-hydroxymethyl-1,3-phenylene)di(2-methylpropiononitrile)). Reaction SMILES: [C:1]([C:3]([C:6]1[CH:7]=[C:8]([CH:13]=[C:14]([C:16]([CH3:20])([C:18]#[N:19])[CH3:17])[CH:15]=1)[C:9](OC)=[O:10])([CH3:5])[CH3:4])#[N:2].[BH4-].[Li+].Cl>O1CCCC1>[OH:10][CH2:9][C:8]1[CH:7]=[C:6]([C:3]([CH3:5])([CH3:4])[C:1]#[N:2])[CH:15]=[C:14]([C:16]([CH3:20])([CH3:17])[C:18]#[N:19])[CH:13]=1 |f:1.2|. Procedure: A mixture of methyl 3,5-bis(1-cyano-1-methyl ethyl)benzoate (5.6 g), lithium borohydride (0.44 g) and tetrahydrofuran (30 ml) was heated under reflux for 2 h. The mixture was cooled and stirred while 2N aqueous hydrochloric acid was added dropwise until the solution remained acidic, and then the mixture was extracted twice with ethyl acetate. The combined extracts were washed with 1N aqueous potasium bicarbonate solution and then dried and evaporated to dryness under reduced pressure to give 2,2... Reactants: C(C)OC(CCN(C1C(CCC1)(C)C)C1=NC(=NC=C1[N+](=O)[O-])Cl)=O ((rac)-3-[(2-chloro-5-nitro-pyrimidin-4-yl)-(2,2-dimethyl-cyclopentyl)-amino]-propionic acid ethyl ester), [H][H] (hydrogen). Reagents/catalysts: [Pd] (palladium on carbon). The solvent is C(C)(=O)OCC (ethyl acetate). Yields the product C(C)OC(CCN(C1C(CCC1)(C)C)C1=NC(=NC=C1N)Cl)=O ((rac)-3-[(5-amino-2-chloro-pyrimidin-4-yl)-(2,2-dimethyl-cyclopentyl)-amino]-propanoic acid ethyl ester). The yield is 78.9%. As a reaction SMILES: [CH2:1]([O:3][C:4](=[O:25])[CH2:5][CH2:6][N:7]([C:15]1[C:20]([N+:21]([O-])=O)=[CH:19][N:18]=[C:17]([Cl:24])[N:16]=1)[CH:8]1[CH2:12][CH2:11][CH2:10][C:9]1([CH3:14])[CH3:13])[CH3:2].[H][H]>C(OCC)(=O)C.[Pd]>[CH2:1]([O:3][C:4](=[O:25])[CH2:5][CH2:6][N:7]([C:15]1[C:20]([NH2:21])=[CH:19][N:18]=[C:17]([Cl:24])[N:16]=1)[CH:8]1[CH2:12][CH2:11][CH2:10][C:9]1([CH3:14])[CH3:13])[CH3:2]. Procedure: A mixture of 3.3 g (0.0093 mole) of (rac)-3-[(2-chloro-5-nitro-pyrimidin-4-yl)-(2,2-dimethyl-cyclopentyl)-amino]-propionic acid ethyl ester (IV-59) in 30 mL of ethyl acetate and 0.5 g of 5% palladium on carbon catalyst was stirred under an atmosphere of hydrogen until hydrogen uptake was complete. The mixture was filtered through a pad of Celite, washing the filter pad with dichloromethane. Concentration under reduced pressure gave 2.5 g of (rac)-3-[(5-amino-2-chloro-pyrimidin-4-yl)-(2,2-dimethy... The reactants are C(#N)C1=CC=C(C=C1)B(O)O (4-cyanophenylboronic acid), C([O-])([O-])=O.[Na+].[Na+] (sodium carbonate), BrC1=CC=C2C(=NN(C2=C1)COCC[Si](C)(C)C)NC(CCC)=O (N-[6-bromo-1-[[2-(trimethylsilyl)ethoxy]methyl]-1H-indazol-3-yl]butanamide). Reagents/catalysts: C=1C=CC(=CC1)[P](C=2C=CC=CC2)(C=3C=CC=CC3)[Pd]([P](C=4C=CC=CC4)(C=5C=CC=CC5)C=6C=CC=CC6)([P](C=7C=CC=CC7)(C=8C=CC=CC8)C=9C=CC=CC9)[P](C=1C=CC=CC1)(C=1C=CC=CC1)C=1C=CC=CC1 (tetrakis(triphenylphosphine)palladium). The solvent is O (water), O1CCOCC1 (dioxane), C(C)(=O)OCC (ethyl acetate), O (water). The product is C(#N)C1=CC=C(C=C1)C1=CC=C2C(=NN(C2=C1)COCC[Si](C)(C)C)NC(CCC)=O (N-[6-(4-cyanophenyl)-1-[[2-(trimethylsilyl)ethoxy]methyl]-1H-indazol-3-yl]butanamide). Isolated yield 189.8%. As a reaction SMILES: [C:1]([C:3]1[CH:8]=[CH:7][C:6](B(O)O)=[CH:5][CH:4]=1)#[N:2].C(=O)([O-])[O-].[Na+].[Na+].Br[C:19]1[CH:27]=[C:26]2[C:22]([C:23]([NH:36][C:37](=[O:41])[CH2:38][CH2:39][CH3:40])=[N:24][N:25]2[CH2:28][O:29][CH2:30][CH2:31][Si:32]([CH3:35])([CH3:34])[CH3:33])=[CH:21][CH:20]=1>O1CCOCC1.C(OCC)(=O)C.O.C1C=CC([P]([Pd]([P](C2C=CC=CC=2)(C2C=CC=CC=2)C2C=CC=CC=2)([P](C2C=CC=CC=2)(C2C=CC=CC=2)C2C=CC=CC=2)[P](C2C=CC=CC=2)(C2C=CC=CC=2)C2C=CC=CC=2)(C2C=CC=CC=2)C2C=CC=CC=2)=CC=1>[C:1]([C:3]1[CH:8]=[CH:7][C:6]([C:19]2[CH:27]=[C:26]3[C:22]([C:23]([NH:36][C:37](=[O:41])[CH2:38][CH2:39][CH3:40])=[N:24][N:25]3[CH2:28][O:29][CH2:30][CH2:31][Si:32]([CH3:35])([CH3:33])[CH3:34])=[CH:21][CH:20]=2)=[CH:5][CH:4]=1)#[N:2] |f:1.2.3,^1:58,60,79,98|. Procedure details: 853 mg of 4-cyanophenylboronic acid, 15 cm3 of water, 1.0 g of sodium carbonate and 314 mg of tetrakis(triphenylphosphine)palladium are added to 500 mg of N-[6-bromo-1-[[2-(trimethylsilyl)ethoxy]methyl]-1H-indazol-3-yl]butanamide, prepared as described in Example 51, in 100 cm3 of dioxane. The reaction medium is then refluxed for 4 hours and diluted with 70 cm3 of ethyl acetate and 75 cm3 of water. The organic phase is separated out after settling of the phases has taken place and washed with 50... Starting materials: O=C([O-])[O-], CN(C)C=O, CC1CCCCN1, CCOC(C)=O, CC#CCOc1cc(Cl)ncn1, [K+], [K+]. Yields the product CC#CCOc1cc(N2CCCCC2C)ncn1. RXN SMILES: [C:18](=[O:19])([O-:20])[O-:21].[CH3:1][N:2]([CH3:3])[CH:4]=[O:5].[CH3:24][CH:25]1[NH:26][CH2:27][CH2:28][CH2:29][CH2:30]1.[CH3:31][CH2:32][O:33][C:34](=[O:35])[CH3:36].[Cl:6][c:7]1[n:8][cH:9][n:10][c:11]([O:13][CH2:14][C:15]#[C:16][CH3:17])[cH:12]1.[K+:22].[K+:23]>>[c:7]1([N:26]2[CH:25]([CH3:24])[CH2:30][CH2:29][CH2:28][CH2:27]2)[n:8][cH:9][n:10][c:11]([O:13][CH2:14][C:15]#[C:16][CH3:17])[cH:12]1.